From a dataset of the Open Reaction Database (ORD), a public repository of structured organic reaction records. describe an organic reaction: reactants, conditions, products, and yield The reactants are C([O-])([O-])=O.[NH4+].[NH4+] (ammonium carbonate), [C-]#N.[K+] (potassium cyanide), C(C)O (ethanol), COC=1C=CC=CC1.O=CCCC(=O)O (m-Methoxybenzene gamma-oxo-butanoic acid), C([O-])([O-])=O.[NH4+].[NH4+] (ammonium carbonate). Run in O (water). Run at time 18 hour. Product: O=C1NC(C(N1)(CCC(=O)O)C1=CC(=CC=C1)OC)=O (2,5-Dioxo-4-m-methoxyphenyl-4-imidazolidinepropionic acid). The yield is 79.0%. RXN SMILES: [CH3:1][O:2][C:3]1[CH:4]=[CH:5][CH:6]=[CH:7][CH:8]=1.O=[CH:10][CH2:11][CH2:12][C:13]([OH:15])=[O:14].[C:16](=[O:19])([O-])[O-].[NH4+:20].[NH4+:21].[C-]#N.[K+].[CH2:25]([OH:27])C>O>[O:27]=[C:25]1[NH:21][C:10]([C:5]2[CH:6]=[CH:7][CH:8]=[C:3]([O:2][CH3:1])[CH:4]=2)([CH2:11][CH2:12][C:13]([OH:15])=[O:14])[C:16](=[O:19])[NH:20]1 |f:0.1,2.3.4,5.6|. Procedure details: m-Methoxybenzene-gamma-oxo-butanoic acid (C.A. reg. no. 38102-67-9) (10.0 g, 48 mmol) was combined with 22.75 g (235 mmol) ammonium carbonate, 6.5 g (100 mmol) potassium cyanide in 100 ml ethanol and 100 ml water at 65° C. After 5 hours at 65° C. an additional 22.75 g (235 mmol) ammonium carbonate was added and heating was continued for 18 hours. The reaction mixture was concentrated in vacuo, triturated with water and the acidity was adjusted to pH 4 with concentrated hydrochloric acid. A white...